Dataset: the Open Reaction Database (ORD), a public repository of structured organic reaction records. Task: describe an organic reaction: reactants, conditions, products, and yield Starting materials: ClCC(=O)Cl (2-chloroacetyl chloride), NC[C@H](O)C1=CC(=C(C=C1)F)C(F)(F)F ((R)-2-amino-1-(4-fluoro-3-(trifluoromethyl)phenyl)ethanol), O (Water), C([O-])(O)=O.[Na+] (sodium bicarbonate), C([O-])(O)=O.[Na+] (sodium bicarbonate). The solvent is ClCCl (dichloromethane), ClCCl (dichloromethane). Yields the product ClCC(=O)NC[C@H](O)C1=CC(=C(C=C1)F)C(F)(F)F (2-chloro-N—[(R)-2-(4-fluoro-3-trifluoromethylphenyl)-2-hydroxy-ethyl]-acetamide). RXN SMILES: [NH2:1][CH2:2][C@@H:3]([C:5]1[CH:10]=[CH:9][C:8]([F:11])=[C:7]([C:12]([F:15])([F:14])[F:13])[CH:6]=1)[OH:4].O.C(=O)(O)[O-].[Na+].[Cl:22][CH2:23][C:24](Cl)=[O:25]>ClCCl>[Cl:22][CH2:23][C:24]([NH:1][CH2:2][C@@H:3]([C:5]1[CH:10]=[CH:9][C:8]([F:11])=[C:7]([C:12]([F:15])([F:13])[F:14])[CH:6]=1)[OH:4])=[O:25] |f:2.3|. Reported procedure: (R)-2-amino-1-(4-fluoro-3-(trifluoromethyl)phenyl)ethanol (2.27 g, 10.2 mmol) was dissolved in 50 mL of dichloromethane. Water (50 mL) containing sodium bicarbonate (1.11 g, 13.2 mmol) was added. The mixture was stirred under ice bath and 2-chloroacetyl chloride (1.38 g, 12.2 mmol) in dichloromethane (10 mL) was added dropwise. The mixture was stirred for 20 min. The pH value was checked and concentrated sodium bicarbonate solution was added (15 mL) to adjust pH to basic. The ice bath was remove... The reactants are [BH4-], CCOC(=O)Cc1cccc(Oc2ccc(F)cc2C=O)c1, CO, [Na+]. Product: CCOC(=O)Cc1cccc(Oc2ccc(F)cc2CO)c1. Reaction SMILES: [BH4-:23].[CH2:1]([CH3:2])[O:3][C:4]([CH2:5][c:6]1[cH:7][c:8]([O:12][c:13]2[c:14]([CH:20]=[O:21])[cH:15][c:16]([F:19])[cH:17][cH:18]2)[cH:9][cH:10][cH:11]1)=[O:22].[CH3:25][OH:26].[Na+:24]>>[CH2:1]([CH3:2])[O:3][C:4]([CH2:5][c:6]1[cH:7][c:8]([O:12][c:13]2[c:14]([CH2:20][OH:21])[cH:15][c:16]([F:19])[cH:17][cH:18]2)[cH:9][cH:10][cH:11]1)=[O:22]. The reactants are ClC1=C(C=CC=C1Cl)C1(CCN(CC1)C(=O)OC(C)(C)C)O (Tert-butyl 4-(2,3-dichlorophenyl)-4-hydroxypiperidine-1-carboxylate), ( 34 ), ( 67 ), FC(C(=O)O)(F)F (trifluoroacetic acid), ( 14 ). Run in C(Cl)Cl (methylen chloride). The product is ClC1=C(C=CC=C1Cl)C1(CCNCC1)O (4-(2,3-DICHLOROPHENYL)PIPERIDIN-4-OL). Reaction SMILES: [Cl:1][C:2]1[C:7]([Cl:8])=[CH:6][CH:5]=[CH:4][C:3]=1[C:9]1([OH:22])[CH2:14][CH2:13][N:12](C(OC(C)(C)C)=O)[CH2:11][CH2:10]1.FC(F)(F)C(O)=O>C(Cl)Cl>[Cl:1][C:2]1[C:7]([Cl:8])=[CH:6][CH:5]=[CH:4][C:3]=1[C:9]1([OH:22])[CH2:14][CH2:13][NH:12][CH2:11][CH2:10]1. Procedure details: According to Preparation 2: Tert-butyl 4-(2,3-dichlorophenyl)-4-hydroxypiperidine-1-carboxylate (3.0 g, 8.7 mmol), methylen chloride (50 ml), trifluoroacetic acid (10 ml). Yield: 0.88 g. MS m/z (rel. intensity, 70 eV) 246 (M+, 8), 245 (14), 212 (34), 210 (bp), 192 (67). Starting materials: COC1=CC=C(C=C1)NCC(=O)N(C)C (2-((4-Methoxyphenyl)amino)-N,N-dimethylacetamide), CCN(C(C)C)C(C)C (DIPEA), BrCC(=O)OCC (ethyl bromoacetate). The solvent is CC#N (MeCN). Conditions: temperature 60 celsius, time 16 hour. The product is CN(C(CN(CC(=O)OCC)C1=CC=C(C=C1)OC)=O)C (ethyl 2-((2-(dimethylamino)-2-oxoethyl)(4-methoxyphenyl)amino)acetate). The yield is 85.6%. As a reaction SMILES: [CH3:1][O:2][C:3]1[CH:8]=[CH:7][C:6]([NH:9][CH2:10][C:11]([N:13]([CH3:15])[CH3:14])=[O:12])=[CH:5][CH:4]=1.CCN(C(C)C)C(C)C.Br[CH2:26][C:27]([O:29][CH2:30][CH3:31])=[O:28]>CC#N>[CH3:15][N:13]([CH3:14])[C:11](=[O:12])[CH2:10][N:9]([C:6]1[CH:5]=[CH:4][C:3]([O:2][CH3:1])=[CH:8][CH:7]=1)[CH2:26][C:27]([O:29][CH2:30][CH3:31])=[O:28]. Procedure: To a stirred solution of 2-(4-methoxyphenylamino)-N,N-dimethylacetamide (19) (10.7 g, 51.2 mmol) in MeCN (80 mL) and DIPEA (13.4 ml, 77 mmol) was added ethyl bromoacetate (6.84 ml, 61.4 mmol) the reaction was stirred at 60° C. for 16 h. The volatiles were removed in vacuo, and the crude mixture was dissolved in EtOAc (150 mL), washed with 1M HCl (aq.) (150 mL), brine (150 mL), dried (MgSO4), filtered and solvents removed in vacuo to afford a purple oil. The residue was purified by silica gel chr... Starting materials: O=C([O-])[O-], CI, CN(C)C=O, Cc1cc(F)cc(C=O)c1O, [K+], [K+], O. Product: COc1c(C)cc(F)cc1C=O. Reaction SMILES: [C:14](=[O:15])([O-:16])[O-:17].[CH3:12][I:13].[CH3:20][N:21]([CH3:22])[CH:23]=[O:24].[F:1][c:2]1[cH:3][c:4]([CH3:11])[c:5]([OH:10])[c:6]([CH:7]=[O:8])[cH:9]1.[K+:18].[K+:19].[OH2:25]>>[F:1][c:2]1[cH:3][c:4]([CH3:11])[c:5]([O:10][CH3:14])[c:6]([CH:7]=[O:8])[cH:9]1.